From a dataset of the Open Reaction Database (ORD), a public repository of structured organic reaction records. describe an organic reaction: reactants, conditions, products, and yield Reactants: C=CCCS(=O)(=O)N(CC=C)c1cc(CCC)cc(C(=O)OC)c1, Cl[Ru-2](Cl)(=Cc1ccccc1)([PH](C1CCCCC1)(C1CCCCC1)C1CCCCC1)[PH](C1CCCCC1)(C1CCCCC1)C1CCCCC1, ClCCl. Yields the product CCCc1cc(C(=O)OC)cc(N2CC=CCCS2(=O)=O)c1. RXN SMILES: [CH2:1]([CH2:2][CH:3]=[CH2:24])[S:5](=[O:6])(=[O:7])[N:8]([c:9]1[cH:10][c:11]([C:12](=[O:13])[O:14][CH3:15])[cH:16][c:17]([CH2:19][CH2:20][CH3:21])[cH:18]1)[CH2:22][CH:23]=[CH2:4].[CH:28]1([PH:29]([Ru-2:30]([Cl:31])([Cl:32])([PH:33]([CH:34]2[CH2:35][CH2:36][CH2:37][CH2:38][CH2:39]2)([CH:40]2[CH2:41][CH2:42][CH2:43][CH2:44][CH2:45]2)[CH:46]2[CH2:47][CH2:48][CH2:49][CH2:50][CH2:51]2)=[CH:52][c:53]2[cH:54][cH:55][cH:56][cH:57][cH:58]2)([CH:59]2[CH2:60][CH2:61][CH2:62][CH2:63][CH2:64]2)[CH:65]2[CH2:66][CH2:67][CH2:68][CH2:69][CH2:70]2)[CH2:71][CH2:72][CH2:73][CH2:74][CH2:75]1.[Cl:25][CH2:26][Cl:27]>>[CH2:1]1[CH2:2][CH:3]=[CH:23][CH2:22][N:8]([c:9]2[cH:10][c:11]([C:12](=[O:13])[O:14][CH3:15])[cH:16][c:17]([CH2:19][CH2:20][CH3:21])[cH:18]2)[S:5]1(=[O:6])=[O:7]. Starting materials: CS(C)=O, CCN(C(C)C)C(C)C, CC(C)N1CCC(c2nc3cc(-c4ccc(F)cc4Cl)nc(Cl)n3n2)CC1, Cl, Cl, N#Cc1ccc(NC2CCCNC2)nc1N. The product is CC(C)N1CCC(c2nc3cc(-c4ccc(F)cc4Cl)nc(N4CCCC(Nc5ccc(C#N)c(N)n5)C4)n3n2)CC1. As a reaction SMILES: [CH3:55][S:56]([CH3:57])=[O:58].[CH:46]([N:47]([CH2:48][CH3:49])[CH:50]([CH3:51])[CH3:52])([CH3:53])[CH3:54].[Cl:2][c:3]1[n:4][c:5](-[c:21]2[c:22]([Cl:28])[cH:23][c:24]([F:27])[cH:25][cH:26]2)[cH:6][c:7]2[n:8]1[n:9][c:10]([CH:12]1[CH2:13][CH2:14][N:15]([CH:18]([CH3:19])[CH3:20])[CH2:16][CH2:17]1)[n:11]2.[ClH:1].[ClH:29].[NH2:30][c:31]1[n:32][c:33]([NH:39][CH:40]2[CH2:41][NH:42][CH2:43][CH2:44][CH2:45]2)[cH:34][cH:35][c:36]1[C:37]#[N:38]>>[c:3]1([N:42]2[CH2:41][CH:40]([NH:39][c:33]3[n:32][c:31]([NH2:30])[c:36]([C:37]#[N:38])[cH:35][cH:34]3)[CH2:45][CH2:44][CH2:43]2)[n:4][c:5](-[c:21]2[c:22]([Cl:28])[cH:23][c:24]([F:27])[cH:25][cH:26]2)[cH:6][c:7]2[n:8]1[n:9][c:10]([CH:12]1[CH2:13][CH2:14][N:15]([CH:18]([CH3:19])[CH3:20])[CH2:16][CH2:17]1)[n:11]2. Starting materials: CC(C)(C)C1CCC(CC(=O)O)CC1, [Li]C, COCCOC, Cl, [LiH], O. Yields the product CC(=O)CC1CCC(C(C)(C)C)CC1. As a reaction SMILES: [C:1]([CH3:2])([CH3:3])([CH3:4])[CH:5]1[CH2:6][CH2:7][CH:8]([CH2:11][C:12](=[O:13])[OH:14])[CH2:9][CH2:10]1.[CH3:16][Li:17].[CH3:19][O:20][CH2:21][CH2:22][O:23][CH3:24].[ClH:18].[LiH:15].[OH2:25]>>[C:1]([CH3:2])([CH3:3])([CH3:4])[CH:5]1[CH2:6][CH2:7][CH:8]([CH2:11][C:12](=[O:14])[CH3:16])[CH2:9][CH2:10]1. Yield: 72.6%. Reported procedure: Subsequently, the reaction mixture was concentrated, to which 200 ml of hexane was added thereby permitting secondarily produced triethylamine hydrochloride to be precipitated and separated by filtration. The resultant filtrate was concentrated to obtain 28.2 g of 4-(p-fluorophenyl)-1-n-heptyl-1-isopropoxy-1-silacyclohexane. This silacyclohexane product was dissolved in 100 ml of THF and was added to 100 ml of a THF solution of 10.9 g of lithium aluminohydride, followed by agitation under reflux... Reactants: [AlH4-].[Li+] (lithium aluminohydride), FC1=CC=C(C=C1)C1CC[Si](CC1)(OC(C)C)CCCCCCC (4-(p-fluorophenyl)-1-n-heptyl-1-isopropoxy-1-silacyclohexane), Cl (hydrochloric acid). Solvent: C1CCOC1 (THF), C1CCOC1 (THF). As a reaction SMILES: [F:1][C:2]1[CH:7]=[CH:6][C:5]([CH:8]2[CH2:13][CH2:12][Si:11]([CH2:18][CH2:19][CH2:20][CH2:21][CH2:22][CH2:23][CH3:24])(OC(C)C)[CH2:10][CH2:9]2)=[CH:4][CH:3]=1.[AlH4-].[Li+].Cl>C1COCC1>[F:1][C:2]1[CH:7]=[CH:6][C:5]([C@H:8]2[CH2:9][CH2:10][Si@H:11]([CH2:18][CH2:19][CH2:20][CH2:21][CH2:22][CH2:23][CH3:24])[CH2:12][CH2:13]2)=[CH:4][CH:3]=1 |f:1.2|. Product: FC1=CC=C(C=C1)[C@@H]1CC[Si@H](CC1)CCCCCCC (trans-4-(p-fluorophenyl)-1-n-heptyl-1-silacyclohexane). Reactants: CC(C)(C)c1nc(-c2cccc(OCc3ccccc3)c2)c2c(Cl)nccn12, CC(C)(C)C(=O)NC(c1cccc(OCc2ccccc2)c1)c1nccnc1Cl, O=P(Cl)(Cl)Cl. Yields the product CC(C)(C)c1nc(-c2cccc(OCc3ccccc3)c2)c2c(N)nccn12. As a reaction SMILES: [CH2:1]([c:2]1[cH:3][cH:4][cH:5][cH:6][cH:7]1)[O:8][c:9]1[cH:10][c:11](-[c:15]2[n:16][c:17]([C:25]([CH3:26])([CH3:27])[CH3:28])[n:18]3[c:19]2[c:20]([Cl:24])[n:21][cH:22][cH:23]3)[cH:12][cH:13][cH:14]1.[CH2:34]([O:35][c:36]1[cH:37][c:38]([CH:39]([c:40]2[c:41]([Cl:42])[n:43][cH:44][cH:45][n:46]2)[NH:49][C:47](=[O:48])[C:50]([CH3:51])([CH3:52])[CH3:53])[cH:54][cH:55][cH:56]1)[c:57]1[cH:58][cH:59][cH:60][cH:61][cH:62]1.[P:29]([Cl:30])([Cl:31])([Cl:32])=[O:33]>>[CH2:1]([c:2]1[cH:3][cH:4][cH:5][cH:6][cH:7]1)[O:8][c:9]1[cH:10][c:11](-[c:15]2[n:16][c:17]([C:25]([CH3:26])([CH3:27])[CH3:28])[n:18]3[c:19]2[c:20]([NH2:49])[n:21][cH:22][cH:23]3)[cH:12][cH:13][cH:14]1. Reactants: C#CC(C)(C)O, CCOCC, CO, [Cu]I, O=C(NOCCO)c1ccc(F)c(F)c1Nc1ccc(I)cc1F. Reaction SMILES: [CH3:25][C:26]([CH3:27])([C:28]#[CH:29])[OH:30].[CH3:31][CH2:32][O:33][CH2:34][CH3:35].[CH3:36][OH:37].[Cu:38][I:39].[F:1][c:2]1[c:3]([NH:16][c:17]2[c:18]([F:24])[cH:19][c:20]([I:23])[cH:21][cH:22]2)[c:4]([C:5](=[O:6])[NH:7][O:8][CH2:9][CH2:10][OH:11])[cH:12][cH:13][c:14]1[F:15]>>[F:1][c:2]1[c:3]([NH:16][c:17]2[c:18]([F:24])[cH:19][c:20]([C:29]#[C:28][C:26]([CH3:25])([CH3:27])[OH:30])[cH:21][cH:22]2)[c:4]([C:5](=[O:6])[NH:7][O:8][CH2:9][CH2:10][OH:11])[cH:12][cH:13][c:14]1[F:15]. Yields the product CC(C)(O)C#Cc1ccc(Nc2c(C(=O)NOCCO)ccc(F)c2F)c(F)c1. Starting materials: CS(=O)(=O)Cl (Methanesulfonyl chloride), C(C)(C)C1=NN(C=C1CO)CC1=CC=C(C=C1)OCC=1N=C(OC1C)C1=CC=CC=C1 ([3-isopropyl-1-[4-(5-methyl-2-phenyl-4-oxazolylmethoxy)benzyl]-1H-pyrazol-4-yl]methanol), [H-].[Na+] (sodium hydride), Cl (hydrochloric acid), C(CC(=O)OCC)(=O)OCC (diethyl malonate). Run in C(C)(=O)OCC (ethyl acetate), C(C)N(CC)CC (triethylamine), O (water). Conditions: time 3 hour. Yields the product C(C)(C)C1=NN(C=C1CCC(=O)O)CC1=CC=C(C=C1)OCC=1N=C(OC1C)C1=CC=CC=C1 (3-[3-isopropyl-1-[4-(5-methyl-2-phenyl-4-oxazolylmethoxy) benzyl]-1H-pyrazol-4-yl]propionic acid). Isolated yield 55.3%. As a reaction SMILES: CS(Cl)(=O)=O.[CH:6]([C:9]1[C:13]([CH2:14]O)=[CH:12][N:11]([CH2:16][C:17]2[CH:22]=[CH:21][C:20]([O:23][CH2:24][C:25]3[N:26]=[C:27]([C:31]4[CH:36]=[CH:35][CH:34]=[CH:33][CH:32]=4)[O:28][C:29]=3[CH3:30])=[CH:19][CH:18]=2)[N:10]=1)([CH3:8])[CH3:7].C(OCC)(=O)[CH2:38][C:39]([O:41]CC)=[O:40].[H-].[Na+].Cl>O.C(OCC)(=O)C.C(N(CC)CC)C>[CH:6]([C:9]1[C:13]([CH2:14][CH2:38][C:39]([OH:41])=[O:40])=[CH:12][N:11]([CH2:16][C:17]2[CH:22]=[CH:21][C:20]([O:23][CH2:24][C:25]3[N:26]=[C:27]([C:31]4[CH:36]=[CH:35][CH:34]=[CH:33][CH:32]=4)[O:28][C:29]=3[CH3:30])=[CH:19][CH:18]=2)[N:10]=1)([CH3:7])[CH3:8] |f:3.4|. Procedure details: Methanesulfonyl chloride was added dropwise to a mixture of [3-isopropyl-1-[4-(5-methyl-2-phenyl-4-oxazolylmethoxy)benzyl]-1H-pyrazol-4-yl]methanol (2.02 g), triethylamine (0.8 ml) and ethyl acetate (30 ml) at 0° C., which was stirred at room temperature for 3 hours. The reaction mixture was poured into water, which was extracted with ethyl acetate. The ethyl acetate layer was washed with saturated aqueous sodium chloride solution, dried (MgSO4), then concentrated. The residue was dissolved in t... Starting materials: ClC1=C(C(=O)N=C=O)C(=CC=C1)Cl (2,6-Dichlorobenzoyl isocyanate), CC1=C(C=CC(=N1)N)C1=CC=CC=C1 (6-methyl-5-phenyl-2-pyridylamine). Run in C(C)(=O)OCC (ethyl acetate). Product: ClC1=C(C(=O)NC(=O)NC2=NC(=C(C=C2)C2=CC=CC=C2)C)C(=CC=C1)Cl (1-(2,6-DICHLOROBENZOYL)-3-(6-METHYL-5-PHENYL-2-PYRIDYL)UREA). Reaction SMILES: [Cl:1][C:2]1[CH:12]=[CH:11][CH:10]=[C:9]([Cl:13])[C:3]=1[C:4]([N:6]=[C:7]=[O:8])=[O:5].[CH3:14][C:15]1[N:20]=[C:19]([NH2:21])[CH:18]=[CH:17][C:16]=1[C:22]1[CH:27]=[CH:26][CH:25]=[CH:24][CH:23]=1>C(OCC)(=O)C>[Cl:1][C:2]1[CH:12]=[CH:11][CH:10]=[C:9]([Cl:13])[C:3]=1[C:4]([NH:6][C:7]([NH:21][C:19]1[CH:18]=[CH:17][C:16]([C:22]2[CH:27]=[CH:26][CH:25]=[CH:24][CH:23]=2)=[C:15]([CH3:14])[N:20]=1)=[O:8])=[O:5]. Procedure: 2,6-Dichlorobenzoyl isocyanate (650 mg) was reacted with 6-methyl-5-phenyl-2-pyridylamine (500 mg) in 25 ml of ethyl acetate. A precipitate formed which was filtered and confirmed by NMR as the desired product, 219°-220° C. Reactants: ClC(Cl)Cl, O=[N+]([O-])c1cccc(-c2cnc3ccccc3n2)c1, [Na+], [OH-], O, O, Cl[Sn]Cl. Yields the product Nc1cccc(-c2cnc3ccccc3n2)c1. RXN SMILES: [Cl:27][CH:28]([Cl:29])[Cl:30].[N+:1]([O-:2])(=[O:3])[c:4]1[cH:5][c:6](-[c:10]2[n:11][c:12]3[cH:13][cH:14][cH:15][cH:16][c:17]3[n:18][cH:19]2)[cH:7][cH:8][cH:9]1.[Na+:26].[OH-:25].[OH2:23].[OH2:24].[Sn:20]([Cl:21])[Cl:22]>>[NH2:1][c:4]1[cH:5][c:6](-[c:10]2[n:11][c:12]3[cH:13][cH:14][cH:15][cH:16][c:17]3[n:18][cH:19]2)[cH:7][cH:8][cH:9]1.